This data is from the Open Reaction Database (ORD), a public repository of structured organic reaction records. The task is: describe an organic reaction: reactants, conditions, products, and yield The reactants are C(C)(C)(C)OC(=O)N1CCC(CC1)CC1=NNC(C2=CC=C(C=C12)C1=CN(C2=NC=CC=C21)S(=O)(=O)C2=CC=CC=C2)=O (4-[7-(1-Benzenesulfonyl-1H-pyrrolo[2,3-b]pyridin-3-yl)-4-oxo-3,4-dihydro-phthalazin-1-ylmethyl]-piperidine-1-carboxylic acid tert-butyl ester), FC(C(=O)O)(F)F (trifluoroacetic acid), C(C)#N (Acetonitrile). The solvent is ClCCl (dichloromethane). Product: C1(=CC=CC=C1)S(=O)(=O)N1C=C(C=2C1=NC=CC2)C=2C=C1C(=NNC(C1=CC2)=O)CC2CCNCC2 (6-[1-(phenylsulfonyl)-1H-pyrrolo[2,3-b]pyridin-3-yl]-4-(piperidin-4-ylmethyl)phthalazin-1(2H)-one). As a reaction SMILES: C(OC([N:8]1[CH2:13][CH2:12][CH:11]([CH2:14][C:15]2[C:24]3[C:19](=[CH:20][CH:21]=[C:22]([C:25]4[C:33]5[C:28](=[N:29][CH:30]=[CH:31][CH:32]=5)[N:27]([S:34]([C:37]5[CH:42]=[CH:41][CH:40]=[CH:39][CH:38]=5)(=[O:36])=[O:35])[CH:26]=4)[CH:23]=3)[C:18](=[O:43])[NH:17][N:16]=2)[CH2:10][CH2:9]1)=O)(C)(C)C.FC(F)(F)C(O)=O.C(#N)C>ClCCl>[C:37]1([S:34]([N:27]2[C:28]3=[N:29][CH:30]=[CH:31][CH:32]=[C:33]3[C:25]([C:22]3[CH:23]=[C:24]4[C:19](=[CH:20][CH:21]=3)[C:18](=[O:43])[NH:17][N:16]=[C:15]4[CH2:14][CH:11]3[CH2:12][CH2:13][NH:8][CH2:9][CH2:10]3)=[CH:26]2)(=[O:35])=[O:36])[CH:38]=[CH:39][CH:40]=[CH:41][CH:42]=1. Procedure: A solution of EXAMPLE 9B (272 mg, 0.45 mmol) in dichloromethane (10 mL) was treated with trifluoroacetic acid (1 mL) at ambient temperature for 1 hour. Acetonitrile (10 mL) was added and the solution was concentrated on a rotary evaporator. The residue was purified by HPLC (Zorbax C-18, 0-100% gradient of acetonitrile in water containing 0.1% trifluoroacetic acid) to yield the title compound. MS (ESI) m/z 500 (M+H)+; 1H NMR (300 MHz, CD3OD) δ 1.49-1.66 (m, 2H), 2.01-2.16 (m, 2H), 2.26-2.37 (m, 1... Starting materials: COC1=NC=C(C(=N1)OC)C1=NC=CN=C1 (2,4-Dimethoxy-5-pyrazin-2-yl-pyrimidine), Cl (HCl). Solvent: O1CCOCC1 (dioxane). Yields the product Cl.N1=C(C=NC=C1)C=1C(NC(NC1)=O)=O (5-Pyrazin-2-yl-1H-pyrimidine-2,4-dione hydrochloride). As a reaction SMILES: C[O:2][C:3]1[N:8]=[C:7]([O:9]C)[C:6]([C:11]2[CH:16]=[N:15][CH:14]=[CH:13][N:12]=2)=[CH:5][N:4]=1.[ClH:17]>O1CCOCC1>[ClH:17].[N:12]1[CH:13]=[CH:14][N:15]=[CH:16][C:11]=1[C:6]1[C:7](=[O:9])[NH:8][C:3](=[O:2])[NH:4][CH:5]=1 |f:3.4|. Reported procedure: 2,4-Dimethoxy-5-pyrazin-2-yl-pyrimidine (Prep124, 481 mg, 2.19 mmol) was dissolved in 4M HCl in dioxane solution (7 ml). After refluxing the reaction mixture for 1 hour, the solvent was removed under vacuum to give the title compound (quantitative yield)